This data is from the Open Reaction Database (ORD), a public repository of structured organic reaction records. The task is: describe an organic reaction: reactants, conditions, products, and yield Starting materials: Grignard reagent, O(C1=CC=CC=C1)C=1C=C(C=CC1)Br (3-phenoxyphenyl bromide), [Mg] (magnesium), C(C)(=O)OCC(=CC1(CC1)C1=C(C=C(C=C1)C(F)(F)F)F)F (1-(3-Acetoxy-2-fluoroprop-1-enyl)-1-(2-fluoro-4-trifluoromethylphenyl)cyclopropane). Run in O1CCCC1 (tetrahydrofuran). The product is C8, FC(=CC1(CC1)C1=C(C=C(C=C1)C(F)(F)F)F)CC1=CC(=CC=C1)OC1=CC=CC=C1 (1-(2-fluoro-3-(3-phenoxyphenyl) prop-1-enyl)-1-(2-fluoro-4-trifluoromethylphenyl)cyclopropane). The yield is 28.3%. Reaction SMILES: [O:1]([C:8]1[CH:9]=[C:10](Br)[CH:11]=[CH:12][CH:13]=1)[C:2]1[CH:7]=[CH:6][CH:5]=[CH:4][CH:3]=1.[Mg].C(O[CH2:20][C:21]([F:37])=[CH:22][C:23]1([C:26]2[CH:31]=[CH:30][C:29]([C:32]([F:35])([F:34])[F:33])=[CH:28][C:27]=2[F:36])[CH2:25][CH2:24]1)(=O)C>O1CCCC1>[F:37][C:21]([CH2:20][C:10]1[CH:11]=[CH:12][CH:13]=[C:8]([O:1][C:2]2[CH:7]=[CH:6][CH:5]=[CH:4][CH:3]=2)[CH:9]=1)=[CH:22][C:23]1([C:26]2[CH:31]=[CH:30][C:29]([C:32]([F:33])([F:34])[F:35])=[CH:28][C:27]=2[F:36])[CH2:24][CH2:25]1. Procedure: The method of Example 25 was repeated using a Grignard reagent, prepared from 3-phenoxyphenyl bromide (0.26 g), tetrahydrofuran (2 ml) and magnesium (22 mg) and 1-(3-acetoxy-2-fluoroprop-1-enyl)-1-(2-fluoro-4-trifluoromethylphenyl)cyclopropane (Example 21) (0.1 g). The residue after evaporation was purified by preparative thin layer chromatography (solvent: diethyl ether/hexane; 1:9) and then preparative high performance liquid chromatography (column: C8; solvent: methanol; flow rate: 2 ml/min) ... Starting materials: C(OCC)(OCC)OCC (triethyl ortho-formate), NC=1C(=NC2=CC=CC=C2C1NCCCNC(=O)OC(C)(C)C)Cl (3-amino-4-[3-(tert-butoxycarbonylamino)-propylamino]-2-chloro-quinoline). Run at temperature 100 celsius, time 2 hour. Product: C(C)(C)(C)OC(=O)NCCCN1C=NC=2C(=NC=3C=CC=CC3C21)Cl (1-[3-(tert-butoxycarbonylamino)propyl]-4-chloro-1H-imidazo[4,5-c]quinoline). The yield is 90.7%. Reaction SMILES: [CH:1](OCC)(OCC)OCC.[NH2:11][C:12]1[C:13]([Cl:34])=[N:14][C:15]2[C:20]([C:21]=1[NH:22][CH2:23][CH2:24][CH2:25][NH:26][C:27]([O:29][C:30]([CH3:33])([CH3:32])[CH3:31])=[O:28])=[CH:19][CH:18]=[CH:17][CH:16]=2>>[C:30]([O:29][C:27]([NH:26][CH2:25][CH2:24][CH2:23][N:22]1[C:21]2[C:20]3[CH:19]=[CH:18][CH:17]=[CH:16][C:15]=3[N:14]=[C:13]([Cl:34])[C:12]=2[N:11]=[CH:1]1)=[O:28])([CH3:31])([CH3:33])[CH3:32]. Procedure: 0.36 ml (2.14 mmol) of triethyl ortho-formate was added to 0.15 g (0.428 mmol) of 3-amino-4-[3-(tert-butoxycarbonylamino)-propylamino]-2-chloro-quinoline. The mixture was stirred at 100° C. for 2 hours and then at 80° C. for overnight. The reaction mixture was concentrated under reduced pressure and the residue was purified by silica gel column chromatography (chloroform:methanol 150:1 to 100:1 (v/v)) to obtain 0.14 g (0.388 mmol) of 1-[3-(tert-butoxycarbonylamino)propyl]-4-chloro-1H-imidazo[4,5... The reactants are C(O)([O-])=O.[Na+] (sodium hydrogen carbonate), Cl.N[C@H]1[C@@H](C1)C1=CC=C(C=C1)NC(C1=CC(=CC=C1)C(F)(F)F)=O (N-[4-(trans-2-aminocyclopropyl)phenyl]-3-(trifluoromethyl)benzamide hydrochloride), S1(CCC(CC1)=O)(=O)=O (tetrahydro-4H-thiopyran-4-one 1,1-dioxide), C(C)(=O)O (acetic acid). The solvent is CO (methanol). Conditions: time 8 hour. The product is Cl.O=S1(CCC(CC1)N[C@H]1[C@@H](C1)C1=CC=C(C=C1)NC(C1=CC(=CC=C1)C(F)(F)F)=O)=O (N-(4-{trans-2-[(1,1-dioxidotetrahydro-2H-thiopyran-4-yl)amino]cyclopropyl}phenyl)-3-(trifluoromethyl)benzamide hydrochloride). The yield is 31.1%. As a reaction SMILES: [ClH:1].[NH2:2][C@@H:3]1[CH2:5][C@H:4]1[C:6]1[CH:11]=[CH:10][C:9]([NH:12][C:13](=[O:24])[C:14]2[CH:19]=[CH:18][CH:17]=[C:16]([C:20]([F:23])([F:22])[F:21])[CH:15]=2)=[CH:8][CH:7]=1.[S:25]1(=[O:33])(=[O:32])[CH2:30][CH2:29][C:28](=O)[CH2:27][CH2:26]1.C(O)(=O)C.C(=O)([O-])O.[Na+]>CO>[ClH:1].[O:32]=[S:25]1(=[O:33])[CH2:30][CH2:29][CH:28]([NH:2][C@@H:3]2[CH2:5][C@H:4]2[C:6]2[CH:7]=[CH:8][C:9]([NH:12][C:13](=[O:24])[C:14]3[CH:19]=[CH:18][CH:17]=[C:16]([C:20]([F:22])([F:23])[F:21])[CH:15]=3)=[CH:10][CH:11]=2)[CH2:27][CH2:26]1 |f:0.1,4.5,7.8|. Procedure: To a solution of N-[4-(trans-2-aminocyclopropyl)phenyl]-3-(trifluoromethyl)benzamide hydrochloride (75 mg), tetrahydro-4H-thiopyran-4-one 1,1-dioxide (37.4 mg) and acetic acid (0.2 mL) in methanol (2 mL) was added 2-picoline-borane complex (38.2 mg). The mixture was stirred at room temperature overnight, and saturated aqueous sodium hydrogen carbonate solution was added under ice-cooling. The mixture was m extracted with ethyl acetate, and the extract was washed with water and saturated brine, a... Reactants: CCOC(=O)C1=C(C(OC)OC)Nc2n[nH]cc2C1c1ccccc1Cl, Cl, [Na+], C1CCOC1, O=C([O-])O. The product is CCOC(=O)C1=C(C=O)Nc2n[nH]cc2C1c1ccccc1Cl. Reaction SMILES: [Cl:1][c:2]1[c:3]([CH:8]2[c:9]3[c:10]([n:24][nH:25][cH:26]3)[NH:11][C:12]([CH:19]([O:20][CH3:23])[O:21][CH3:22])=[C:13]2[C:14](=[O:15])[O:16][CH2:17][CH3:18])[cH:4][cH:5][cH:6][cH:7]1.[ClH:27].[Na+:28].[O:33]1[CH2:34][CH2:35][CH2:36][CH2:37]1.[OH:29][C:30](=[O:31])[O-:32]>>[Cl:1][c:2]1[c:3]([CH:8]2[c:9]3[c:10]([n:24][nH:25][cH:26]3)[NH:11][C:12]([CH:19]=[O:20])=[C:13]2[C:14](=[O:15])[O:16][CH2:17][CH3:18])[cH:4][cH:5][cH:6][cH:7]1. Starting materials: CCOC(=O)C1CC=CCC1NCc1ccc(F)cc1, CS(=O)(=O)Nc1ccc2c(c1)S(=O)(=O)N=C(CC(=O)O)N2, CN1CCOCC1, CCN=C=NCCCN(C)C, CN(C)C=O, Cl, Cl. Product: CCOC(=O)C1CC=CCC1N(Cc1ccc(F)cc1)C(=O)CC1=NS(=O)(=O)c2cc(NS(C)(=O)=O)ccc2N1. Reaction SMILES: [CH2:1]([CH3:2])[O:3][C:4](=[O:5])[CH:6]1[CH2:7][CH:8]=[CH:9][CH2:10][CH:11]1[NH:12][CH2:13][c:14]1[cH:15][cH:16][c:17]([F:20])[cH:18][cH:19]1.[CH3:21][S:22](=[O:23])(=[O:24])[NH:25][c:26]1[cH:27][c:28]2[c:29]([cH:40][cH:41]1)[NH:30][C:31]([CH2:36][C:37](=[O:38])[OH:39])=[N:32][S:33]2(=[O:34])=[O:35].[CH3:42][N:43]1[CH2:44][CH2:45][O:46][CH2:47][CH2:48]1.[CH3:50][N:51]([CH3:52])[CH2:53][CH2:54][CH2:55][N:56]=[C:57]=[N:58][CH2:59][CH3:60].[CH3:62][N:63]([CH3:64])[CH:65]=[O:66].[ClH:49].[ClH:61]>>[CH2:1]([CH3:2])[O:3][C:4](=[O:5])[CH:6]1[CH2:7][CH:8]=[CH:9][CH2:10][CH:11]1[N:12]([CH2:13][c:14]1[cH:15][cH:16][c:17]([F:20])[cH:18][cH:19]1)[C:37]([CH2:36][C:31]1=[N:32][S:33](=[O:34])(=[O:35])[c:28]2[cH:27][c:26]([NH:25][S:22]([CH3:21])(=[O:23])=[O:24])[cH:41][cH:40][c:29]2[NH:30]1)=[O:38].